From a dataset of the Open Reaction Database (ORD), a public repository of structured organic reaction records. describe an organic reaction: reactants, conditions, products, and yield The reactants are [H-].[Na+] (sodium hydride), [Cl-].[NH4+] (ammonium chloride), C(CCCCCCCCCO)O (1,10-decanediol), BrC1=CC=C(CBr)C=C1 (4-bromobenzyl bromide). Run in CN(C=O)C (dimethylformamide). Product: BrC1=CC=C(C=C1)COCCCCCCCCCCOCC1=CC=C(C=C1)Br (1,14-bis(4-bromophenyl)-2,13-dioxatetradecane). The yield is 87.0%. As a reaction SMILES: [H-].[Na+].[CH2:3]([OH:14])[CH2:4][CH2:5][CH2:6][CH2:7][CH2:8][CH2:9][CH2:10][CH2:11][CH2:12][OH:13].[Br:15][C:16]1[CH:23]=[CH:22][C:19]([CH2:20]Br)=[CH:18][CH:17]=1.[Cl-].[NH4+]>CN(C)C=O>[Br:15][C:16]1[CH:23]=[CH:22][C:19]([CH2:20][O:14][CH2:3][CH2:4][CH2:5][CH2:6][CH2:7][CH2:8][CH2:9][CH2:10][CH2:11][CH2:12][O:13][CH2:20][C:19]2[CH:22]=[CH:23][C:16]([Br:15])=[CH:17][CH:18]=2)=[CH:18][CH:17]=1 |f:0.1,4.5|. Procedure details: To a solution of 851 mg (21.3 mmol) of sodium hydride contained at 60% in mineral oil in dry dimethylformamide (60 ml) was added 1.21 g (6.94 mmol) of 1,10-decanediol in an atmosphere of argon, and the mixture was allowed to react at 40°-50° C. for 30 min. Then, 4.23 g (16.9 mmol) of 4-bromobenzyl bromide was added to the solution, and the mixture was reacted at room temperature for 18 hours. To the solution at 0° C. was added a saturated aqueous solution of ammonium chloride followed by extract... The reactants are C1(=CC=CC=C1)N1CNC(C12CCN(CC2)CC2C(C1=CC(=C(C=C1CC2)C)C)=O)=O (1-Phenyl-8-[(1,2,3,4-tetrahydro-6,7-dimethyl-1-oxo-2-naphthalenyl)methyl]-1,3,8-triazaspiro[4.5]decan-4-one), Cl (hydrogen chloride). The solvent is C(C)O (ethanol). Run at time 1 hour. Yields the product Cl.C1(=CC=CC=C1)N1CNC(C12CCN(CC2)CC2C(C1=CC(=C(C=C1CC2)C)C)=O)=O (1-Phenyl-8-[(1,2,3,4-tetrahydro-6,7-dimethyl-1-oxo-2-naphthalenyl)methyl]-1,3,8-triazaspiro[4.5]decan-4-one, hydrochloride). Reaction SMILES: [C:1]1([N:7]2[C:11]3([CH2:16][CH2:15][N:14]([CH2:17][CH:18]4[CH2:27][CH2:26][C:25]5[C:20](=[CH:21][C:22]([CH3:29])=[C:23]([CH3:28])[CH:24]=5)[C:19]4=[O:30])[CH2:13][CH2:12]3)[C:10](=[O:31])[NH:9][CH2:8]2)[CH:6]=[CH:5][CH:4]=[CH:3][CH:2]=1.[ClH:32]>C(O)C>[ClH:32].[C:1]1([N:7]2[C:11]3([CH2:12][CH2:13][N:14]([CH2:17][CH:18]4[CH2:27][CH2:26][C:25]5[C:20](=[CH:21][C:22]([CH3:29])=[C:23]([CH3:28])[CH:24]=5)[C:19]4=[O:30])[CH2:15][CH2:16]3)[C:10](=[O:31])[NH:9][CH2:8]2)[CH:2]=[CH:3][CH:4]=[CH:5][CH:6]=1 |f:3.4|. Reported procedure: 1-Phenyl-8-[(1,2,3,4-tetrahydro-6,7-dimethyl-1-oxo-2-naphthalenyl)methyl]-1,3,8-triazaspiro[4.5]decan-4-one (15.0 g) is slurried in 150 ml of absolute ethanol and treated with 1.2 equivalents of ethereal hydrogen chloride. The resulting mixture is stirred at room temperature for 1 hour and then filtered to yield 14.7 g of the title compound, melting point 260°-262° C. Starting materials: CC1(OB(OC1(C)C)C1=CC=C(C=C1)NC(OCC1=CC=CC=C1)=O)C (benzyl N-[4-(4,4,5,5-tetramethyl-1,3,2-dioxaborolan-2-yl)phenyl]carbamate), NC1=C2C(=NC=N1)N(N=C2I)C2CCN(CC2)C(=O)OC(C)(C)C (tert-butyl 4-(4-amino-3-iodo-1H-pyrazolo[3,4-d]pyrimidin-1-yl)-1-piperidinecarboxylate), tetrakis-(triphenylphosphine)palladium, C([O-])([O-])=O.[Na+].[Na+] (sodium carbonate). Solvent: COCCOC (ethylene glycol dimethyl ether), O (water). The product is NC1=C2C(=NC=N1)N(N=C2C2=CC=C(C=C2)NC(=O)OCC2=CC=CC=C2)C2CCN(CC2)C(=O)OC(C)(C)C (tert-butyl 4-[4-amino-3-(4-[(benzyloxy)carbonyl]aminophenyl)-1H-pyrazolo[3,4-d]pyrimidin-1-yl]-1-piperidinecarboxylate). Yield: 82.7%. Reaction SMILES: CC1(C)C(C)(C)OB([C:9]2[CH:14]=[CH:13][C:12]([NH:15][C:16](=[O:25])[O:17][CH2:18][C:19]3[CH:24]=[CH:23][CH:22]=[CH:21][CH:20]=3)=[CH:11][CH:10]=2)O1.[NH2:27][C:28]1[N:33]=[CH:32][N:31]=[C:30]2[N:34]([CH:38]3[CH2:43][CH2:42][N:41]([C:44]([O:46][C:47]([CH3:50])([CH3:49])[CH3:48])=[O:45])[CH2:40][CH2:39]3)[N:35]=[C:36](I)[C:29]=12.C(=O)([O-])[O-].[Na+].[Na+]>COCCOC.O>[NH2:27][C:28]1[N:33]=[CH:32][N:31]=[C:30]2[N:34]([CH:38]3[CH2:43][CH2:42][N:41]([C:44]([O:46][C:47]([CH3:50])([CH3:49])[CH3:48])=[O:45])[CH2:40][CH2:39]3)[N:35]=[C:36]([C:9]3[CH:10]=[CH:11][C:12]([NH:15][C:16]([O:17][CH2:18][C:19]4[CH:20]=[CH:21][CH:22]=[CH:23][CH:24]=4)=[O:25])=[CH:13][CH:14]=3)[C:29]=12 |f:2.3.4|. Procedure: A mixture of benzyl N-[4-(4,4,5,5-tetramethyl-1,3,2-dioxaborolan-2-yl)phenyl]carbamate (9.54 g, 0.027 mol), tert-butyl 4-(4-amino-3-iodo-1H-pyrazolo[3,4-d]pyrimidin-1-yl)-1-piperidinecarboxylate (10.0 g, 0.0225 mol), tetrakis-(triphenylphosphine)palladium (1.56 g, 0.00135 mol) and sodium carbonate (5.97 g, 0.0563 mol) was heated in a mixture of ethylene glycol dimethyl ether (120 mL) and water (60 mL) at 80° C. for 16 hours under an atmosphere of nitrogen. The mixture was allowed to cool to ambi... Starting materials: C1COCCO1, Cl, CC(C)CCn1c(=O)c(C2=NS(=O)(=O)c3cc(NS(=O)(=O)NC4CCN(C(=O)OC(C)(C)C)CC4)ccc3N2)c(O)c2cccnc21. Product: Cl, CC(C)CCn1c(=O)c(C2=NS(=O)(=O)c3cc(NS(=O)(=O)NC4CCNCC4)ccc3N2)c(O)c2cccnc21. RXN SMILES: [CH2:49]1[O:50][CH2:51][CH2:52][O:53][CH2:54]1.[ClH:48].[OH:1][c:2]1[c:3]([C:18]2=[N:19][S:20](=[O:46])(=[O:47])[c:21]3[c:22]([cH:24][cH:25][c:26]([NH:28][S:29](=[O:30])(=[O:31])[NH:32][CH:33]4[CH2:34][CH2:35][N:36]([C:39]([O:40][C:41]([CH3:42])([CH3:43])[CH3:44])=[O:45])[CH2:37][CH2:38]4)[cH:27]3)[NH:23]2)[c:4](=[O:17])[n:5]([CH2:12][CH2:13][CH:14]([CH3:15])[CH3:16])[c:6]2[n:7][cH:8][cH:9][cH:10][c:11]12>>[ClH:48].[OH:1][c:2]1[c:3]([C:18]2=[N:19][S:20](=[O:46])(=[O:47])[c:21]3[c:22]([cH:24][cH:25][c:26]([NH:28][S:29](=[O:30])(=[O:31])[NH:32][CH:33]4[CH2:34][CH2:35][NH:36][CH2:37][CH2:38]4)[cH:27]3)[NH:23]2)[c:4](=[O:17])[n:5]([CH2:12][CH2:13][CH:14]([CH3:15])[CH3:16])[c:6]2[n:7][cH:8][cH:9][cH:10][c:11]12. Reactants: C1CCOC1, CCOC(=O)C(C)c1cccc(OC)c1, CC(C)[N-]C(C)C, CCOC(C)=O, CI, [Li+]. Yields the product CCOC(=O)C(C)(C)c1cccc(OC)c1. Reaction SMILES: [CH2:26]1[O:27][CH2:28][CH2:29][CH2:30]1.[CH2:9]([CH3:10])[O:11][C:12]([CH:13]([CH3:14])[c:15]1[cH:16][c:17]([O:21][CH3:22])[cH:18][cH:19][cH:20]1)=[O:23].[CH3:2][CH:3]([N-:4][CH:5]([CH3:6])[CH3:7])[CH3:8].[CH3:31][CH2:32][O:33][C:34]([CH3:35])=[O:36].[I:24][CH3:25].[Li+:1]>>[CH3:2][C:13]([C:12]([O:11][CH2:9][CH3:10])=[O:23])([CH3:14])[c:15]1[cH:16][c:17]([O:21][CH3:22])[cH:18][cH:19][cH:20]1. Starting materials: CC(=O)NC(c1ccccc1)c1nc2cc(Cl)ccc2[nH]1, CCO, Cl. The product is NC(c1ccccc1)c1nc2cc(Cl)ccc2[nH]1. As a reaction SMILES: [C:1](=[O:2])([CH3:3])[NH:4][CH:5]([c:6]1[cH:7][cH:8][cH:9][cH:10][cH:11]1)[c:12]1[n:13][c:14]2[c:15]([nH:16]1)[cH:17][cH:18][c:19]([Cl:21])[cH:20]2.[CH3:23][CH2:24][OH:25].[ClH:22]>>[NH2:4][CH:5]([c:6]1[cH:7][cH:8][cH:9][cH:10][cH:11]1)[c:12]1[n:13][c:14]2[c:15]([nH:16]1)[cH:17][cH:18][c:19]([Cl:21])[cH:20]2. The reactants are ClC1=CC(=C(NC2=NC=NC3=CC(=C(C=C23)OC)O)C=C1)F (4-(4-chloro-2-fluoroanilino)-7-hydroxy-6-methoxyquinazoline), Cl.ClCC=1N(C=CN1)C (2-chloromethyl-1-methylimidazole hydrochloride). Yields the product Cl.ClC1=CC(=C(NC2=NC=NC3=CC(=C(C=C23)OC)OCC=2N(C=CN2)C)C=C1)F (4-(4-chloro-2-fluoroanilino)-6-methoxy-7-((1-methylimidazol-2-yl)methoxy)quinazoline hydrochloride). Yield: 95.2%. As a reaction SMILES: [Cl:1][C:2]1[CH:21]=[CH:20][C:5]([NH:6][C:7]2[C:16]3[C:11](=[CH:12][C:13]([OH:19])=[C:14]([O:17][CH3:18])[CH:15]=3)[N:10]=[CH:9][N:8]=2)=[C:4]([F:22])[CH:3]=1.Cl.Cl[CH2:25][C:26]1[N:27]([CH3:31])[CH:28]=[CH:29][N:30]=1>>[ClH:1].[Cl:1][C:2]1[CH:21]=[CH:20][C:5]([NH:6][C:7]2[C:16]3[C:11](=[CH:12][C:13]([O:19][CH2:25][C:26]4[N:27]([CH3:31])[CH:28]=[CH:29][N:30]=4)=[C:14]([O:17][CH3:18])[CH:15]=3)[N:10]=[CH:9][N:8]=2)=[C:4]([F:22])[CH:3]=1 |f:1.2,3.4|. Reported procedure: Using an analogous procedure to that described in Example 25, 4-(4-chloro-2-fluoroanilino)-7-hydroxy-6-methoxyquinazoline (224 mg, 0.7 mmol), (prepared as described for the starting material in Example 24), and 2-chloromethyl-1-methylimidazole hydrochloride (140 mg, 0.8 mmol) were combined to give 4-(4-chloro-2-fluoroanilino)-6-methoxy-7-((1-methylimidazol-2-yl)methoxy)quinazoline hydrochloride (150 mg, 44%).